Dataset: the Open Reaction Database (ORD), a public repository of structured organic reaction records. Task: describe an organic reaction: reactants, conditions, products, and yield The reactants are C(=O)[O-].[NH4+] (Ammonium formate), C(C)(=O)N(C(C)=O)C1=CC=C(C=C1)N1CC(C1)N(C[C@@H](COC1=CC=C(C=C1)OCC1=CC=CC=C1)O)CC1=CC=CC=C1 (N-acetyl-N-[4-(3-{benzyl-[(2S)-3-(4-benzyloxy-phenoxy)-2-hydroxy-propyl]-amino}-azetidin-1-yl)-phenyl]-acetamide). The reagents and catalysts are [Pd] (Pd/C). Run in CO (methanol). Reaction conditions: time 8 hour. The product is C(C)(=O)N(C(C)=O)C1=CC=C(C=C1)N1CC(C1)NC[C@@H](COC1=CC=C(C=C1)O)O (N-Acetyl-N-[4-(3-{[(2S)-2-hydroxy-3-(4-hydroxyphenoxy)propyl]amino}- 1-azetidinyl)phenyl]acetamide). The yield is 96.7%. Reaction SMILES: C([O-])=O.[NH4+].[C:5]([N:8]([C:12]1[CH:17]=[CH:16][C:15]([N:18]2[CH2:21][CH:20]([N:22](CC3C=CC=CC=3)[CH2:23][C@H:24]([OH:41])[CH2:25][O:26][C:27]3[CH:32]=[CH:31][C:30]([O:33]CC4C=CC=CC=4)=[CH:29][CH:28]=3)[CH2:19]2)=[CH:14][CH:13]=1)[C:9](=[O:11])[CH3:10])(=[O:7])[CH3:6]>CO.[Pd]>[C:5]([N:8]([C:12]1[CH:13]=[CH:14][C:15]([N:18]2[CH2:19][CH:20]([NH:22][CH2:23][C@H:24]([OH:41])[CH2:25][O:26][C:27]3[CH:28]=[CH:29][C:30]([OH:33])=[CH:31][CH:32]=3)[CH2:21]2)=[CH:16][CH:17]=1)[C:9](=[O:11])[CH3:10])(=[O:7])[CH3:6] |f:0.1|. Procedure details: Ammonium formate (0.57 g, 9.1 mmol) was added to a solution of N-acetyl-N-[4-(3-{benzyl-[(2S)-3-(4-benzyloxy-phenoxy)-2-hydroxy-propyl]-amino}-azetidin-1-yl)-phenyl]-acetamide (which was obtained in Example 402) (0.25 g, 0.45 mmol) and 10% Pd/C (0.05 g) in dry methanol (7 mL). The reaction was stirred at room temperature overnight. The solution was passed through a pad of celite and then was concentrated. The crude solid was treated with saturated aqueous NaHCO3 (30 mL) followed by extraction wi... Yields the product ClC1=C2C(=C(C(=NC2=CC(=C1)Cl)O)O)O (5,7-Dichloro-2,3,4-trihydroxyquinoline). RXN SMILES: [Cl:1][C:2]1[CH:11]=[C:10]([Cl:12])[CH:9]=[C:8]2[C:3]=1[C:4](=[O:16])[C:5](=NO)[C:6](=[O:13])[NH:7]2.[OH:17]C1C(O)=C(O)C2C(=CC=CC=2)N=1>>[Cl:1][C:2]1[CH:11]=[C:10]([Cl:12])[CH:9]=[C:8]2[C:3]=1[C:4]([OH:16])=[C:5]([OH:17])[C:6]([OH:13])=[N:7]2. Reported procedure: Compound 11b was prepared from 10b similar to 11a. mp 270°-273° C. 1H NMR (DMSO-d6), 7.257 (s, 2) 9.306 (mb, 1), 9.998 (s, 1), 11.919 (s, 1). Reactants: ClC1=C2C(C(C(NC2=CC(=C1)Cl)=O)=NO)=O (5,7-Dichloro-3-oximinoquinoline-2,4-dione), OC1=NC2=CC=CC=C2C(=C1O)O (2,3,4-Trihydroxyquinoline).